From a dataset of the Open Reaction Database (ORD), a public repository of structured organic reaction records. describe an organic reaction: reactants, conditions, products, and yield Starting materials: ClCC1N(CCC1)C1=CC=C(C=C1)[N+](=O)[O-] (2-chloromethyl-1-(4-nitrophenyl)pyrrolidine), CC=1NC=CN1 (methylimidazole), C1(=CC=CC=C1)C (toluene). Product: [Cl-].C[N+]1=CN(C=C1)CC1N(CCC1)C1=CC=C(C=C1)[N+](=O)[O-] (1-methyl-3-[1-(4-nitrophenyl)pyrrolidin-2-ylmethyl]-3H-imidazol-1-ium chloride). As a reaction SMILES: [Cl:1][CH2:2][CH:3]1[CH2:7][CH2:6][CH2:5][N:4]1[C:8]1[CH:13]=[CH:12][C:11]([N+:14]([O-:16])=[O:15])=[CH:10][CH:9]=1.C[C:18]1[NH:19][CH:20]=[CH:21][N:22]=1.[C:23]1(C)C=CC=CC=1>>[Cl-:1].[CH3:23][N+:22]1[CH:21]=[CH:20][N:19]([CH2:2][CH:3]2[CH2:7][CH2:6][CH2:5][N:4]2[C:8]2[CH:13]=[CH:12][C:11]([N+:14]([O-:16])=[O:15])=[CH:10][CH:9]=2)[CH:18]=1 |f:3.4|. Procedure: 16.8 g (0.07 mol) of 2-chloromethyl-1-(4-nitrophenyl)pyrrolidine (1), 17.2 g (0.21 mol) of methylimidazole and 70 ml of toluene were refluxed for 9 hours. The solvent was evaporated off and the product was recrystallized from isopropanol and then dried under vacuum. 3 g of yellow crystals (2) were obtained. The reactants are C(CCC)C=1N=C(NC(C1CC1=CC=C(C=C1)C=1C(=CC=CC1)C#N)=O)C (4′-[(4-butyl-2-methyl-6-oxo-1,6-dihydropyrimidin-5-yl)methyl]biphenyl-2-carbonitrile), N(=NC(=O)N1CCCCC1)C(=O)N1CCCCC1 (1,1′-(azodicarbonyl)dipiperidine), C(CCC)P(CCCC)CCCC (tributylphosphine), S1C(=NC2=C1C=CC=C2)CO (1,3-benzothiazol-2-ylmethanol). Solvent: O1CCCC1 (tetrahydrofuran), C(C)(=O)OCC (ethyl acetate). Run at time 4 hour. The product is S1C(=NC2=C1C=CC=C2)CN2C(=NC(=C(C2=O)CC2=CC=C(C=C2)C=2C(=CC=CC2)C#N)CCCC)C (4′-{[1-(1,3-benzothiazol-2-ylmethyl)-4-butyl-2-methyl-6-oxo-1,6-dihydropyrimidin-5-yl]methyl}biphenyl-2-carbonitrile). The yield is 44.6%. Reaction SMILES: [CH2:1]([C:5]1[N:6]=[C:7]([CH3:27])[NH:8][C:9](=[O:26])[C:10]=1[CH2:11][C:12]1[CH:17]=[CH:16][C:15]([C:18]2[C:19]([C:24]#[N:25])=[CH:20][CH:21]=[CH:22][CH:23]=2)=[CH:14][CH:13]=1)[CH2:2][CH2:3][CH3:4].N(C(N1CCCCC1)=O)=NC(N1CCCCC1)=O.C(P(CCCC)CCCC)CCC.[S:59]1[C:63]2[CH:64]=[CH:65][CH:66]=[CH:67][C:62]=2[N:61]=[C:60]1[CH2:68]O>C(OCC)(=O)C.O1CCCC1>[S:59]1[C:63]2[CH:64]=[CH:65][CH:66]=[CH:67][C:62]=2[N:61]=[C:60]1[CH2:68][N:8]1[C:9](=[O:26])[C:10]([CH2:11][C:12]2[CH:17]=[CH:16][C:15]([C:18]3[C:19]([C:24]#[N:25])=[CH:20][CH:21]=[CH:22][CH:23]=3)=[CH:14][CH:13]=2)=[C:5]([CH2:1][CH2:2][CH2:3][CH3:4])[N:6]=[C:7]1[CH3:27]. Procedure: A mixture of 4′-[(4-butyl-2-methyl-6-oxo-1,6-dihydropyrimidin-5-yl)methyl]biphenyl-2-carbonitrile (1 g), 1,1′-(azodicarbonyl)dipiperidine (1.41 g), tributylphosphine (1.56 mL), 1,3-benzothiazol-2-ylmethanol (0.69 g) and tetrahydrofuran (50 mL) was stirred at room temperature for 4 hr. The reaction mixture was diluted with ethyl acetate, washed with water and then with saturated brine, and dried over anhydrous magnesium sulfate. The solvent was evaporated under reduced pressure and the residue wa... Reactants: CC(C)(C)O, CC(C)(C)[O-], N#CCCl, [K+], O=C1CCCC1. Yields the product N#CC1OC12CCCC2. Reaction SMILES: [C:17]([OH:18])([CH3:19])([CH3:20])[CH3:21].[CH3:1][C:2]([CH3:3])([O-:4])[CH3:5].[Cl:7][CH2:8][C:9]#[N:10].[K+:6].[O:11]=[C:12]1[CH2:13][CH2:14][CH2:15][CH2:16]1>>[CH:8]1([C:9]#[N:10])[O:11][C:12]12[CH2:13][CH2:14][CH2:15][CH2:16]2. Reactants: liquid, N (ammonia), ClS(=O)(=O)C1=C(N=CS1)C(=O)OC (methyl 5-(chlorosulfonyl)-4-thiazolecarboxylate). Solvent: O1CCCC1 (tetrahydrofuran). Conditions: time 1 hour. The product is NS(=O)(=O)C1=C(N=CS1)C(=O)OC (Methyl 5-(aminosulfonyl)-4-thiazolecarboxylate). RXN SMILES: Cl[S:2]([C:5]1[S:9][CH:8]=[N:7][C:6]=1[C:10]([O:12][CH3:13])=[O:11])(=[O:4])=[O:3].[NH3:14]>O1CCCC1>[NH2:14][S:2]([C:5]1[S:9][CH:8]=[N:7][C:6]=1[C:10]([O:12][CH3:13])=[O:11])(=[O:4])=[O:3]. Procedure: A solution of 28.9 g of methyl 5-(chlorosulfonyl)-4-thiazolecarboxylate in 150 ml tetrahydrofuran was cooled to 0° and 6.6 ml of liquid ammonia was added dropwise at 0°-10°. The suspension was allowed to warm to ambient temperature and stirred 1 hour. The reaction mixture was filtered, the ammonium chloride washed with tetrahydrofuran, and the solvent evaporated from the filtrate. The residual solid was slurried in hexane, collected and dried to give 25.0 g of the title compound, m.p. 138°-140°.... The reactants are CCOC(=O)c1cc2c(Cl)nc(N)nc2s1, [H-], [Na+], N#CCc1ccc2c(c1)OCO2, CN(C)C=O. Product: CCOC(=O)c1cc2c(C(C#N)c3ccc4c(c3)OCO4)nc(N)nc2s1. Reaction SMILES: [CH2:1]([CH3:2])[O:3][C:4](=[O:5])[c:6]1[cH:7][c:8]2[c:9]([n:10][c:11]([NH2:15])[n:12][c:13]2[Cl:14])[s:16]1.[H-:29].[Na+:30].[O:17]1[CH2:18][O:19][c:20]2[c:21]1[cH:22][cH:23][c:24]([CH2:26][C:27]#[N:28])[cH:25]2.[O:31]=[CH:32][N:33]([CH3:34])[CH3:35]>>[CH2:1]([CH3:2])[O:3][C:4](=[O:5])[c:6]1[cH:7][c:8]2[c:9]([n:10][c:11]([NH2:15])[n:12][c:13]2[CH:26]([c:24]2[cH:23][cH:22][c:21]3[c:20]([cH:25]2)[O:19][CH2:18][O:17]3)[C:27]#[N:28])[s:16]1. Reactants: COCOc1cc(Oc2cccc(OCc3ccccc3)c2)cc(C)c1C=O, C1CCOC1, Cl. Product: Cc1cc(Oc2cccc(OCc3ccccc3)c2)cc(O)c1C=O. As a reaction SMILES: [CH2:1]([c:2]1[cH:3][cH:4][cH:5][cH:6][cH:7]1)[O:8][c:9]1[cH:10][c:11]([O:12][c:13]2[cH:14][c:15]([O:22][CH2:23][O:24][CH3:25])[c:16]([CH:17]=[O:18])[c:19]([CH3:21])[cH:20]2)[cH:26][cH:27][cH:28]1.[CH2:30]1[O:31][CH2:32][CH2:33][CH2:34]1.[ClH:29]>>[CH2:1]([c:2]1[cH:3][cH:4][cH:5][cH:6][cH:7]1)[O:8][c:9]1[cH:10][c:11]([O:12][c:13]2[cH:14][c:15]([OH:22])[c:16]([CH:17]=[O:18])[c:19]([CH3:21])[cH:20]2)[cH:26][cH:27][cH:28]1. The reactants are CCOC(=O)n1cc(CCNC(C)=O)c2cc(OC)c(C(C)=O)cc21, [K+], [OH-]. Reaction SMILES: [C:1]([CH3:2])(=[O:3])[c:4]1[c:5]([O:24][CH3:25])[cH:6][c:7]2[c:8]([CH2:18][CH2:19][NH:20][C:21]([CH3:22])=[O:23])[cH:9][n:10]([C:13]([O:14][CH2:15][CH3:16])=[O:17])[c:11]2[cH:12]1.[K+:27].[OH-:26]>>[C:1]([CH3:2])(=[O:3])[c:4]1[c:5]([O:24][CH3:25])[cH:6][c:7]2[c:8]([CH2:18][CH2:19][NH:20][C:21]([CH3:22])=[O:23])[cH:9][nH:10][c:11]2[cH:12]1. The product is COc1cc2c(CCNC(C)=O)c[nH]c2cc1C(C)=O. The reactants are CN1C(=C(C=2C=CC=CC2S1(=O)=O)O)C(=O)NC=3C=CC=CN3 (piroxicam), C(C1=CC=CC=C1)(=O)OCCl (chloromethyl benzoate), [K+].[Br-] (KBr). Yields the product C(C1=CC=CC=C1)(=O)OCOC1=C(N(S(C2=C1C=CC=C2)(=O)=O)C)C(=O)NC2=NC=CC=C2 (4-(Benzoyloxy)methoxy-2-methyl-N-(2-pyridyl)-2H-1,2-benzothiazine-3-carboxamide 1,1-Dioxide). As a reaction SMILES: [CH3:1][N:2]1[S:11](=[O:13])(=[O:12])[C:10]2[CH:9]=[CH:8][CH:7]=[CH:6][C:5]=2[C:4]([OH:14])=[C:3]1[C:15]([NH:17][C:18]1[CH:19]=[CH:20][CH:21]=[CH:22][N:23]=1)=[O:16].[C:24]([O:32][CH2:33]Cl)(=[O:31])[C:25]1[CH:30]=[CH:29][CH:28]=[CH:27][CH:26]=1.[K+].[Br-]>>[C:24]([O:32][CH2:33][O:14][C:4]1[C:5]2[CH:6]=[CH:7][CH:8]=[CH:9][C:10]=2[S:11](=[O:13])(=[O:12])[N:2]([CH3:1])[C:3]=1[C:15]([NH:17][C:18]1[CH:19]=[CH:20][CH:21]=[CH:22][N:23]=1)=[O:16])(=[O:31])[C:25]1[CH:30]=[CH:29][CH:28]=[CH:27][CH:26]=1 |f:2.3|. Procedure: By the procedure of Example 6, piroxicam (3.33 g, 10.1 mmol) and chloromethyl benzoate (4.29 g, 25.0 mmol) were converted to chromatographed title product, 2.3 g (4.9 mmol), 48.9%) white foam which gave white crystals from isopropyl alcohol: mp 149°-150° C.; IR (KBr) 1745, 1687 cm-1 ; 1H NMR (CDCl3) delta 3.07 (s, 3H), 5.89 (s, 2H), 6.97-7.08 (m, 1H), 7.19-7.35 (m, 2H), 7.35-7.63 (m, 2H), 7.63-7.99 (m, 6H), 8.22-8.35 (m, 2H), 9.22 (br s, 1H); precise mass calcd for C23H19N3O6S m/e 465.1001, foun... Reactants: COc1ccc(Sc2nc(-c3ccc(OC)cc3)c(-c3ccc(OC)cc3)[nH]2)cc1, ClCCl, O=C(OO)c1cccc(Cl)c1. Product: COc1ccc(-c2nc(S(=O)c3ccc(OC)cc3)[nH]c2-c2ccc(OC)cc2)cc1. Reaction SMILES: [CH3:12][O:13][c:14]1[cH:15][cH:16][c:17](-[c:20]2[n:21][c:22]([S:33][c:34]3[cH:35][cH:36][c:37]([O:40][CH3:41])[cH:38][cH:39]3)[nH:23][c:24]2-[c:25]2[cH:26][cH:27][c:28]([O:31][CH3:32])[cH:29][cH:30]2)[cH:18][cH:19]1.[Cl:42][CH2:43][Cl:44].[OH:1][O:2][C:3]([c:4]1[cH:5][c:6]([Cl:7])[cH:8][cH:9][cH:10]1)=[O:11]>>[O:1]=[S:33]([c:22]1[n:21][c:20](-[c:17]2[cH:16][cH:15][c:14]([O:13][CH3:12])[cH:19][cH:18]2)[c:24](-[c:25]2[cH:26][cH:27][c:28]([O:31][CH3:32])[cH:29][cH:30]2)[nH:23]1)[c:34]1[cH:35][cH:36][c:37]([O:40][CH3:41])[cH:38][cH:39]1. Reactants: ClC1=CC=C(C=C1)C1=CC=C(C(N1C)=O)OC (6-(4-chlorophenyl)-3-methoxy-1-methylpyridin-2(1H)-one), I[Si](C)(C)C (iodotrimethylsilane). The solvent is C(C)#N (acetonitrile). Reaction conditions: temperature 150 celsius. The product is ClC1=CC=C(C=C1)C1=CC=C(C(N1C)=O)O (6-(4-chlorophenyl)-3-hydroxy-1-methylpyridin-2(1H)-one). Yield: 19.4%. RXN SMILES: [Cl:1][C:2]1[CH:7]=[CH:6][C:5]([C:8]2[N:13]([CH3:14])[C:12](=[O:15])[C:11]([O:16]C)=[CH:10][CH:9]=2)=[CH:4][CH:3]=1.I[Si](C)(C)C>C(#N)C>[Cl:1][C:2]1[CH:3]=[CH:4][C:5]([C:8]2[N:13]([CH3:14])[C:12](=[O:15])[C:11]([OH:16])=[CH:10][CH:9]=2)=[CH:6][CH:7]=1. Procedure details: To a solution of crude 6-(4-chlorophenyl)-3-methoxy-1-methylpyridin-2(1H)-one in 5 mL acetonitrile was added iodotrimethylsilane (154 μL, 1.132 mmol) and the mixture was heated to 150° C. for 10 minutes. The reaction mixture was quenched with excess methanol, evaporated and purified using reversed-phase HPLC to afford 6-(4-chlorophenyl)-3-hydroxy-1-methylpyridin-2(1H)-one (17.3 mg, 19.44% yield).1H NMR (499 MHz, DMSO-d6): δ 7.68 (d, 1 H), 7.49 (dd, 1 H), 3.74 (s, 1 H), 2.54 (s, 1 H).